Dataset: the Open Reaction Database (ORD), a public repository of structured organic reaction records. Task: describe an organic reaction: reactants, conditions, products, and yield Starting materials: C1(=CC=CC=C1)S(=O)(=O)N1C=CC2=CC(=C(C=C12)F)OCC1=CC=CC=C1 (N-benzenesulfonyl-5-benzyloxy-6-fluoroindole), C1(=CC=CC=C1)S(=O)(=O)N1C=CC2=CC(=C(C=C12)F)OCC1=CC=CC=C1 (N-benzenesulfonyl-5-benzyloxy-6-fluoroindole). Reagents/catalysts: [Pd] (Pd/C). Run in C(C)O (ethanol). Conditions: time 2 hour. Yields the product FC1=C(C=C2C=CN(C2=C1)S(=O)(=O)C1=CC=CC=C1)O (6-Fluoro-1-(phenylsulfonyl)-1H-indol-5-ol). The yield is 93.8%. RXN SMILES: [C:1]1([S:7]([N:10]2[C:18]3[C:13](=[CH:14][C:15]([O:20]CC4C=CC=CC=4)=[C:16]([F:19])[CH:17]=3)[CH:12]=[CH:11]2)(=[O:9])=[O:8])[CH:6]=[CH:5][CH:4]=[CH:3][CH:2]=1>C(O)C.[Pd]>[F:19][C:16]1[CH:17]=[C:18]2[C:13]([CH:12]=[CH:11][N:10]2[S:7]([C:1]2[CH:6]=[CH:5][CH:4]=[CH:3][CH:2]=2)(=[O:9])=[O:8])=[CH:14][C:15]=1[OH:20]. Procedure details: Pd/C 10 wt. % (250 mg, 0.236 mmol was added to a solution of N-benzenesulfonyl-5-benzyloxy-6-fluoroindole (Intermediate 27, 250 mg, 6.55 mmol) in ethanol (100 mL). The reaction mixture was stirred under an atmosphere of hydrogen (1 atm) at room temperature for 2 hours, filtered and evaporated. The crude material was purified by flash chromatography on silica gel using 0.5% MeOH/DCM as the eluent to give the title compound (1.79 g) as a white solid. MS m/z 292 [M+H]+. Starting materials: CC=1C=CC(=CC1)S(=O)(=O)N (p-toluenesulfonamide), [OH-].[Na+] (sodium hydroxide), CC1=C(C(=CC=C1)C)NS(=O)(=O)C (N-(2,6-dimethylphenyl)-methane-sulfonamide), 1,2-propylene-oxide. Run in 0.5. Run at time 8 hour. Product: CC1=C(C(=CC=C1)C)N(S(=O)(=O)C)CC(C)O (1-[N-(2,6-dimethylphenyl)-methane-sulfonamido]-2-propanol). Isolated yield 75.5%. As a reaction SMILES: [CH3:1][C:2]1[CH:7]=[CH:6][CH:5]=[C:4]([CH3:8])[C:3]=1[NH:9][S:10]([CH3:13])(=[O:12])=[O:11].[CH3:14][C:15]1[CH:16]=CC(S(N)(=O)=O)=CC=1.[OH-:25].[Na+]>>[CH3:1][C:2]1[CH:7]=[CH:6][CH:5]=[C:4]([CH3:8])[C:3]=1[N:9]([CH2:14][CH:15]([OH:25])[CH3:16])[S:10]([CH3:13])(=[O:12])=[O:11] |f:2.3|. Reported procedure: 20 g (0.1 moles) of N-(2,6-dimethylphenyl)-methane-sulfonamide, prepared as described by M. A. Bambenek [Rec. Trav. Chim. 82, 97 (1963)] for the corresponding p-toluenesulfonamide derivative, m.p.: 128°-129° C., are dissolved in 200 ml of 0.5 n aqueous sodium hydroxide solution under stirring. 12.7 ml (10.6 g, 0.18 moles) of 1,2-propylene-oxide are added dropwise to the solution at 80°-85° C. within 3 hours, and then the mixture is allowed to stand overnight. The separated crystalline substance ... Product: Nc1ccc(Oc2c(Cl)cc(C(F)(F)F)cc2Cl)cc1. Starting materials: CS(C)=O, FC(F)(F)c1cc(Cl)c(Cl)c(Cl)c1, [K+], Nc1ccc(O)cc1, [OH-], O. As a reaction SMILES: [CH3:25][S:26]([CH3:27])=[O:28].[F:11][C:12]([c:13]1[cH:14][c:15]([Cl:21])[c:16]([Cl:20])[c:17]([Cl:19])[cH:18]1)([F:22])[F:23].[K+:2].[NH2:3][c:4]1[cH:5][cH:6][c:7]([OH:8])[cH:9][cH:10]1.[OH-:1].[OH2:24]>>[NH2:3][c:4]1[cH:5][cH:6][c:7]([O:8][c:16]2[c:15]([Cl:21])[cH:14][c:13]([C:12]([F:11])([F:22])[F:23])[cH:18][c:17]2[Cl:19])[cH:9][cH:10]1.